From a dataset of the Open Reaction Database (ORD), a public repository of structured organic reaction records. describe an organic reaction: reactants, conditions, products, and yield Starting materials: OCC(C=C)C=1C(=C2C=CC(NC2=C(C1)C)=O)O (6-(1-Hydroxymethyl-2-propenyl)-5-hydroxy-8-methylcarbostyril), [Si](C)(C)(C(C)(C)C)Cl (tert-butyldimethylsilylchloride), C(C)(=O)OC(C)=O (Acetic anhydride). The solvent is N1=CC=CC=C1 (pyridine). Reaction conditions: time 3 hour. The product is C(C)(=O)OC1=C2C=CC(NC2=C(C=C1C(C=C)CO[Si](C)(C)C(C)(C)C)C)=O (5-Acetoxy-6-[1-(tert-butyldimethylsilyloxy)methyl-2-propenyl]-8-methylcarbostyril). Isolated yield 43.6%. Reaction SMILES: [OH:1][CH2:2][CH:3]([C:6]1[C:7]([OH:18])=[C:8]2[C:13](=[C:14]([CH3:16])[CH:15]=1)[NH:12][C:11](=[O:17])[CH:10]=[CH:9]2)[CH:4]=[CH2:5].[Si:19](Cl)([C:22]([CH3:25])([CH3:24])[CH3:23])([CH3:21])[CH3:20].[C:27](OC(=O)C)(=[O:29])[CH3:28]>N1C=CC=CC=1>[C:27]([O:18][C:7]1[C:6]([CH:3]([CH2:2][O:1][Si:19]([C:22]([CH3:25])([CH3:24])[CH3:23])([CH3:21])[CH3:20])[CH:4]=[CH2:5])=[CH:15][C:14]([CH3:16])=[C:13]2[C:8]=1[CH:9]=[CH:10][C:11](=[O:17])[NH:12]2)(=[O:29])[CH3:28]. Procedure: 6-(1-Hydroxymethyl-2-propenyl)-5-hydroxy-8-methylcarbostyril (8.40 g, 34.3 mmol) was dissolved in pyridine (120 ml), to which tert-butyldimethylsilylchloride (7.5 g, 49.8 mmol) was added. The mixture was stirred at room temperature for 3 hours. Acetic anhydride (20 ml, 0.212 mol) was added to the reaction mixture, followed by stirring at room temperature for 90 minutes, then condensing under reduced pressure. The resultant residue was subjected to an azeotropic distillation along with toluene. T... Reactants: C(C)(CC)C=1C=C2C=CN(C2=CC1)C(C(F)(F)F)=O (5-Sec-butyl-1-trifluoroacetylindole), C(C)(CC)C1=CC=C(NCC(OCC)OCC)C=C1 (4-sec-butyl-N-(2,2-diethoxyethyl) aniline). Yields the product C(C)(C)C=1C=C2C=CN(C2=CC1)C(C(F)(F)F)=O (5-Isopropyl-1-trifluoroacetylindole). RXN SMILES: [CH:1]([C:5]1[CH:6]=[C:7]2[C:11](=[CH:12][CH:13]=1)[N:10]([C:14](=[O:19])[C:15]([F:18])([F:17])[F:16])[CH:9]=[CH:8]2)([CH2:3]C)[CH3:2].C(C1C=CC(NCC(OCC)OCC)=CC=1)(CC)C>>[CH:1]([C:5]1[CH:6]=[C:7]2[C:11](=[CH:12][CH:13]=1)[N:10]([C:14](=[O:19])[C:15]([F:16])([F:17])[F:18])[CH:9]=[CH:8]2)([CH3:3])[CH3:2]. Reported procedure: 5-Sec-butyl-1-trifluoroacetylindole; from 4-sec-butyl-N-(2,2-diethoxyethyl) aniline (Example 1c) (18%). Starting materials: COC(=O)C(=O)c1c[nH]c2c(Br)ncc(OC)c12, [K+], [K+], O=C([O-])[O-], O. Product: COc1cnc(Br)c2[nH]cc(C(=O)C(=O)O)c12. As a reaction SMILES: [Br:1][c:2]1[n:3][cH:4][c:5]([O:17][CH3:18])[c:6]2[c:7]([C:11]([C:12](=[O:13])[O:14][CH3:15])=[O:16])[cH:8][nH:9][c:10]12.[K+:19].[K+:20].[O-:21][C:22]([O-:23])=[O:24].[OH2:25]>>[Br:1][c:2]1[n:3][cH:4][c:5]([O:17][CH3:18])[c:6]2[c:7]([C:11]([C:12](=[O:13])[OH:14])=[O:16])[cH:8][nH:9][c:10]12. Starting materials: ClC1=C(C(=C(C(=O)O)C=C1)Cl)C (dichloro-3-methylbenzoic acid), C(OCC)([O-])[O-] (ethyl orthoformate), Cl (hydrogen chloride). The solvent is C(C)O (ethanol). The product is ClC=1C(=C(C(=O)OCC)C=CC1Cl)C (ethyl 3,4-dichloro-2-methylbenzoate). RXN SMILES: Cl[C:2]1[CH:10]=[CH:9][C:5]([C:6](O)=O)=[C:4]([Cl:11])[C:3]=1C.[CH:13]([O-:18])([O-])[O:14][CH2:15][CH3:16].[ClH:19]>C(O)C>[Cl:11][C:4]1[C:5]([CH3:6])=[C:9]([CH:10]=[CH:2][C:3]=1[Cl:19])[C:13]([O:14][CH2:15][CH3:16])=[O:18]. Procedure: 12.0 g. (0.058 mol.) of dichloro-3-methylbenzoic acid and 75 ml. of ethyl orthoformate in 100 ml. of ethanol was saturated with hydrogen chloride and refluxed to give ethyl 3,4-dichloro-2-methylbenzoate.